From a dataset of the Open Reaction Database (ORD), a public repository of structured organic reaction records. describe an organic reaction: reactants, conditions, products, and yield Starting materials: [Na] (sodium), C(CC(=O)[O-])(=O)OCC (ethyl malonate), COC1=CC(=C(C=C1OC)CO)N1C=CC=C1 (4,5-dimethoxy-2-(1-pyrrolyl)benzenemethanol), Cl (hydrochloric acid), C(C)OCC (ethyl ether), C([O-])([O-])=O.[Na+].[Na+] (sodium carbonate). Solvent: O1CCCC1 (tetrahydrofuran), C(C)O (ethanol), O (water). Reaction conditions: time 1 hour. The product is COC1=CC(=C(C=C1OC)CCC(C(=O)OCC)C(=O)OCC)N1C=CC=C1 (Diethyl (2-(4,5-Dimethoxy-2-(1-pyrrolyl)phenyl)ethyl)malonate). As a reaction SMILES: [CH3:1][O:2][C:3]1[C:8]([O:9][CH3:10])=[CH:7][C:6]([CH2:11]O)=[C:5]([N:13]2[CH:17]=[CH:16][CH:15]=[CH:14]2)[CH:4]=1.Cl.[C:19](=[O:22])([O-:21])[O-].[Na+].[Na+].[Na].[C:26]([O:32][CH2:33][CH3:34])(=[O:31])[CH2:27][C:28]([O-])=O.[CH2:35](OCC)[CH3:36]>C(O)C.O1CCCC1.O>[CH3:1][O:2][C:3]1[C:8]([O:9][CH3:10])=[CH:7][C:6]([CH2:11][CH2:28][CH:27]([C:26]([O:32][CH2:33][CH3:34])=[O:31])[C:19]([O:21][CH2:35][CH3:36])=[O:22])=[C:5]([N:13]2[CH:17]=[CH:16][CH:15]=[CH:14]2)[CH:4]=1 |f:2.3.4,^1:24|. Reported procedure: In 15 ml of ethyl ether was dissolved 3.0 g of 4,5-dimethoxy-2-(1-pyrrolyl)benzenemethanol, and 15 ml of concentrated hydrochloric acid was added thereto, followed by stirring at room temperature for 1 hour. To the reaction mixture was added 50 ml of water, and the mixture was neutralized with a saturated sodium carbonate aqueous solution and extracted with chloroform. The extract was dried over anhydrous sodium sulfate, and the solvent was removed under reduced pressure to yield a brown oily su...